From a dataset of the Open Reaction Database (ORD), a public repository of structured organic reaction records. describe an organic reaction: reactants, conditions, products, and yield Starting materials: [BH4-], CO, CN(CCCCCCCCC(F)(F)C(F)(F)F)CCCCCC1Cc2cc(O)ccc2C2C(F)CC3(C)C(=O)CCC3C12, [Na+]. Product: CN(CCCCCCCCC(F)(F)C(F)(F)F)CCCCCC1Cc2cc(O)ccc2C2C(F)CC3(C)C(O)CCC3C12. Reaction SMILES: [BH4-:44].[CH3:46][OH:47].[F:1][CH:2]1[CH:3]2[c:4]3[cH:5][cH:6][c:7]([OH:43])[cH:8][c:9]3[CH2:10][CH:11]([CH2:21][CH2:22][CH2:23][CH2:24][CH2:25][N:26]([CH2:27][CH2:28][CH2:29][CH2:30][CH2:31][CH2:32][CH2:33][CH2:34][C:35]([C:36]([F:37])([F:38])[F:39])([F:40])[F:41])[CH3:42])[CH:12]2[CH:13]2[CH2:14][CH2:15][C:16](=[O:20])[C:17]2([CH3:18])[CH2:19]1.[Na+:45]>>[F:1][CH:2]1[CH:3]2[c:4]3[cH:5][cH:6][c:7]([OH:43])[cH:8][c:9]3[CH2:10][CH:11]([CH2:21][CH2:22][CH2:23][CH2:24][CH2:25][N:26]([CH2:27][CH2:28][CH2:29][CH2:30][CH2:31][CH2:32][CH2:33][CH2:34][C:35]([C:36]([F:37])([F:38])[F:39])([F:40])[F:41])[CH3:42])[CH:12]2[CH:13]2[CH2:14][CH2:15][CH:16]([OH:20])[C:17]2([CH3:18])[CH2:19]1. Reactants: ClC=1N=CC2=C(N(CC(C(N2C)=O)(F)F)C2CCCC2)N1 (2-chloro-9-cyclopentyl-7,7-difluoro-5-methyl-5,7,8,9-tetrahydro-pyrimido[4,5-b][1,4]diazepin-6-one), NC1=C(C(=C(C(=O)O)C=C1)F)F (4-amino-2,3-difluorobenzoic acid), C([O-])([O-])=O.[Cs+].[Cs+] (cesium carbonate), 1,1′-[1,1′-binaphthalene], 1,1-diphenyl phosphine. Reagents/catalysts: C(C)(=O)[O-].[Pd+2].C(C)(=O)[O-] (palladium acetate). The solvent is O1CCOCC1 (dioxane). The product is COC(C1=C(C(=C(C=C1)NC=1N=CC2=C(N(CC(C(N2C)=O)(F)F)C2CCCC2)N1)F)F)=O (4-(9-cyclopentyl-7,7-difluoro-5-methyl-6-oxo-6,7,8,9-tetrahydro-5H-pyrimido[4,5-b][1,4]diazepin-2-ylamino)-2,3-difluoro-benzoic acid methyl ester). The yield is 76.6%. RXN SMILES: Cl[C:2]1[N:3]=[CH:4][C:5]2[N:11]([CH3:12])[C:10](=[O:13])[C:9]([F:15])([F:14])[CH2:8][N:7]([CH:16]3[CH2:20][CH2:19][CH2:18][CH2:17]3)[C:6]=2[N:21]=1.[NH2:22][C:23]1[CH:31]=[CH:30][C:26]([C:27]([OH:29])=[O:28])=[C:25]([F:32])[C:24]=1[F:33].[C:34](=O)([O-])[O-].[Cs+].[Cs+]>C([O-])(=O)C.[Pd+2].C([O-])(=O)C.O1CCOCC1>[CH3:34][O:28][C:27](=[O:29])[C:26]1[CH:30]=[CH:31][C:23]([NH:22][C:2]2[N:3]=[CH:4][C:5]3[N:11]([CH3:12])[C:10](=[O:13])[C:9]([F:15])([F:14])[CH2:8][N:7]([CH:16]4[CH2:20][CH2:19][CH2:18][CH2:17]4)[C:6]=3[N:21]=2)=[C:24]([F:33])[C:25]=1[F:32] |f:2.3.4,5.6.7|. Procedure: To a mixture of 0.4997 g (1.578 mmole) of 2-chloro-9-cyclopentyl-7,7-difluoro-5-methyl-5,7,8,9-tetrahydro-pyrimido[4,5-b][1,4]diazepin-6-one (VII-20), 0.3539 g (1.891 mmole) of 4-amino-2,3-difluorobenzoic acid, and 25 mL of dioxane, was added 1.028 g (3.152 mmole) of cesium carbonate and 0.0367 g (0.163 mmole) of palladium acetate. The mixture was deoxygenated with argon, 0.2044 g (0.318 mmole) of 1,1′-[1,1′-binaphthalene]-2,2′-diylbis[1,1-diphenyl phosphine was added and the reaction mixture wa... The reactants are C1(=CC=CC=C1)NC(=O)C=1C=C(C=C2C=NNC12)Br (N-phenyl-5-bromo-1H-indazole-7-carboxamide), ClCCl (dichloromethane), N1=CC(=CC=C1)B(O)O (pyridine-3-yl-boronic acid), C(=O)([O-])[O-].[Cs+].[Cs+] (Cs2CO3). The reagents and catalysts are C1=CC=C(C=C1)P([C-]2C=CC=C2)C3=CC=CC=C3.C1=CC=C(C=C1)P([C-]2C=CC=C2)C3=CC=CC=C3.Cl[Pd]Cl.[Fe+2] ([1,1′-bis(diphenylphosphino)ferrocene]dichloropalladium(II)). Run in COCCOC (1,2-dimethoxyethane), O (water). Reaction conditions: temperature 150 celsius. Yields the product C1(=CC=CC=C1)NC(=O)C=1C=C(C=C2C=NNC12)C=1C=NC=CC1 (N-phenyl-5-pyridin-3-yl-1H-indazole-7-carboxamide). The yield is 27.8%. As a reaction SMILES: [C:1]1([NH:7][C:8]([C:10]2[CH:11]=[C:12](Br)[CH:13]=[C:14]3[C:18]=2[NH:17][N:16]=[CH:15]3)=[O:9])[CH:6]=[CH:5][CH:4]=[CH:3][CH:2]=1.[N:20]1[CH:25]=[CH:24][CH:23]=[C:22](B(O)O)[CH:21]=1.C([O-])([O-])=O.[Cs+].[Cs+].ClCCl>C1C=CC(P(C2C=CC=CC=2)[C-]2C=CC=C2)=CC=1.C1C=CC(P(C2C=CC=CC=2)[C-]2C=CC=C2)=CC=1.Cl[Pd]Cl.[Fe+2].O.COCCOC>[C:1]1([NH:7][C:8]([C:10]2[CH:11]=[C:12]([C:22]3[CH:21]=[N:20][CH:25]=[CH:24][CH:23]=3)[CH:13]=[C:14]3[C:18]=2[NH:17][N:16]=[CH:15]3)=[O:9])[CH:6]=[CH:5][CH:4]=[CH:3][CH:2]=1 |f:2.3.4,6.7.8.9|. Procedure: A mixture of N-phenyl-5-bromo-1H-indazole-7-carboxamide (Example #B.1.2, 0.05 g, 0.16 mmol) and pyridine-3-yl-boronic acid (0.11 g, 0.8 mmol), 1,2-dimethoxyethane (1.3 mL), water (0.7 mL), Cs2CO3 (0.16 g, 0.48 mmol) and [1,1′-bis(diphenylphosphino)ferrocene]dichloropalladium(II), complex with dichloromethane (0.013 g, 0.016 mmol) was heated at about 150° C. in the microwave under an atmosphere of nitrogen for about 15 minutes. The crude product was filtered and the solvent was removed under redu... Starting materials: CC(=O)Cn1nc(C)c2ccc(OCc3ccccc3)cc21, CO. Product: Cc1nn(CC(C)O)c2cc(OCc3ccccc3)ccc12. Reaction SMILES: [CH2:1]([c:2]1[cH:3][cH:4][cH:5][cH:6][cH:7]1)[O:8][c:9]1[cH:10][cH:11][c:12]2[c:13]([CH3:22])[n:14][n:15]([CH2:18][C:19]([CH3:20])=[O:21])[c:16]2[cH:17]1.[CH3:23][OH:24]>>[CH2:1]([c:2]1[cH:3][cH:4][cH:5][cH:6][cH:7]1)[O:8][c:9]1[cH:10][cH:11][c:12]2[c:13]([CH3:22])[n:14][n:15]([CH2:18][CH:19]([CH3:20])[OH:21])[c:16]2[cH:17]1.